From a dataset of the Open Reaction Database (ORD), a public repository of structured organic reaction records. describe an organic reaction: reactants, conditions, products, and yield Starting materials: IC1=CC(N(C=C1)CC[C@](C(=O)NO[C@H]1OCCCC1)(S(=O)(=O)C)C)=O ((2R)-4-(4-iodo-2-oxopyridin-1(2H)-yl)-2-methyl-2-(methylsulfonyl)-N-[(2R)-tetrahydro-2H-pyran-2-yloxy]butanamide), FC=1C=C(OC[C@@H]2CC[C@H](CC2)OC2OCCCC2)C=CC1B1OC(C(O1)(C)C)(C)C ((+/−)-2-[(trans-4-{[3-fluoro-4-(4,4,5,5-tetramethyl-1,3,2-dioxaborolan-2-yl)phenoxy]methyl}cyclohexyl)oxy]tetrahydro-2H-pyran), C(CCC)(=O)N (butanamide). The product is FC1=C(C=CC(=C1)OC[C@@H]1CC[C@H](CC1)OC1OCCCC1)C1=CC(N(C=C1)CC[C@](C(=O)NOC1OCCCC1)(S(=O)(=O)C)C)=O ((2R)-4-[4-(2-fluoro-4-{[trans-4-(tetrahydro-2H-pyran-2-yloxy)cyclohexyl]methoxy}phenyl)-2-oxopyridin-1(2H)-yl]-2-methyl-2-(methylsulfonyl)-N-(tetrahydro-2H-pyran-2-yloxy)butanamide). Isolated yield 795.9%. RXN SMILES: I[C:2]1[CH:7]=[CH:6][N:5]([CH2:8][CH2:9][C@@:10]([CH3:25])([S:21]([CH3:24])(=[O:23])=[O:22])[C:11]([NH:13][O:14][C@@H:15]2[CH2:20][CH2:19][CH2:18][CH2:17][O:16]2)=[O:12])[C:4](=[O:26])[CH:3]=1.[F:27][C:28]1[CH:29]=[C:30]([CH:46]=[CH:47][C:48]=1B1OC(C)(C)C(C)(C)O1)[O:31][CH2:32][C@H:33]1[CH2:38][CH2:37][C@H:36]([O:39][CH:40]2[CH2:45][CH2:44][CH2:43][CH2:42][O:41]2)[CH2:35][CH2:34]1.C(N)(=O)CCC>>[F:27][C:28]1[CH:29]=[C:30]([O:31][CH2:32][C@H:33]2[CH2:38][CH2:37][C@H:36]([O:39][CH:40]3[CH2:45][CH2:44][CH2:43][CH2:42][O:41]3)[CH2:35][CH2:34]2)[CH:46]=[CH:47][C:48]=1[C:2]1[CH:7]=[CH:6][N:5]([CH2:8][CH2:9][C@@:10]([CH3:25])([S:21]([CH3:24])(=[O:23])=[O:22])[C:11]([NH:13][O:14][CH:15]2[CH2:20][CH2:19][CH2:18][CH2:17][O:16]2)=[O:12])[C:4](=[O:26])[CH:3]=1. Procedure details: The title compound (366 mg, 65.5 mmol) was prepared from (2R)-4-(4-iodo-2-oxopyridin-1(2H)-yl)-2-methyl-2-(methylsulfonyl)-N-[(2R)-tetrahydro-2H-pyran-2-yloxy]butanamide (0.410 g, 8.23 mmol) and (+/−)-2-[(trans-4-{[3-fluoro-4-(4,4,5,5-tetramethyl-1,3,2-dioxaborolan-2-yl)phenoxy]methyl}cyclohexyl)oxy]tetrahydro-2H-pyran (0.358 g, 8.23 mmol) by a procedure analogous to that described for (2R)-2-methyl-2-(methylsulfonyl)-4-[2-oxo-4-(4-{[cis-4-(tetrahydro-2H-pyran-2-yloxy)cyclohexyl]methoxy}phenyl)p... The reactants are C([O-])([O-])=O.[Na+].[Na+] (sodium carbonate), crude product, C(C)C1=C(OCCCCOCC=O)C(=CC(=C1)OCC=C(Cl)Cl)CC (4-(2,6-diethyl-4-(3,3-dichloro-2-propenyloxy)phenoxy)butyloxyacetaldehyde), C(CC)S (1-propanethiol), C[Si](C)(C)Cl (trimethylsilyl chloride). Solvent: C(Cl)(Cl)Cl (chloroform). The product is C(C)C=1C=C(C=C(C1OCCCCOCC(SCCC)SCCC)CC)OCC=C(Cl)Cl (3,5-diethyl-1-(3,3-dichloro-2-propenyloxy)-4-(4-(2,2-di(propylthio)ethoxy)butyloxy)benzene). Yield: 38.1%. RXN SMILES: [CH2:1]([C:3]1[CH:17]=[C:16]([O:18][CH2:19][CH:20]=[C:21]([Cl:23])[Cl:22])[CH:15]=[C:14]([CH2:24][CH3:25])[C:4]=1[O:5][CH2:6][CH2:7][CH2:8][CH2:9][O:10][CH2:11][CH:12]=O)[CH3:2].[CH2:26]([SH:29])[CH2:27][CH3:28].C[Si](Cl)(C)C.C(=O)([O-])[O-].[Na+].[Na+]>C(Cl)(Cl)Cl>[CH2:24]([C:14]1[CH:15]=[C:16]([O:18][CH2:19][CH:20]=[C:21]([Cl:22])[Cl:23])[CH:17]=[C:3]([CH2:1][CH3:2])[C:4]=1[O:5][CH2:6][CH2:7][CH2:8][CH2:9][O:10][CH2:11][CH:12]([S:29][CH2:26][CH2:27][CH3:28])[S:29][CH2:26][CH2:27][CH3:28])[CH3:25] |f:3.4.5|. Procedure: To a mixture of 0.39 g of 4-(2,6-diethyl-4-(3,3-dichloro-2-propenyloxy)phenoxy)butyloxyacetaldehyde, 0.16 g of 1-propanethiol and 10 ml of chloroform was slowly added dropwise 0.16 g of trimethylsilyl chloride with stirring at room temperature. After stirring at room temperature for 3 hours, the reaction mixture was poured into 5% aqueous sodium carbonate solution and extracted twice with diethyl ether. The diethyl ether layers were combined, washed with water, dried over magnesium sulfate and t...